Dataset: the Open Reaction Database (ORD), a public repository of structured organic reaction records. Task: describe an organic reaction: reactants, conditions, products, and yield Reactants: [H-].[Na+] (sodium hydride), S(=O)(=O)(OC)OC (dimethyl sulphate), FC1=CC2=C(N(C(S2)=O)CC#C)C=C1N1C(NC(=CC1=O)C)=O (3-[6-fluoro-2-oxo-3-(2-propynyl)-5-benzothiazolinyl]-6-methyl-2,4(1H,3H)-pyrimidinedione), [H][H] (hydrogen). Solvent: CN(C=O)C (dimethylformamide), O (water), CN(C=O)C (dimethylformamide). Reaction conditions: time 1 hour. Product: CN1C(N(C(C=C1C)=O)C=1C(=CC2=C(N(C(S2)=O)C=C=C)C1)F)=O (1,6-dimethyl-3-[6 -fluoro-2-oxo-3-(1,2-propanedienyl)-5-benzothiazolinyl]-2,4(1H,3H)-pyrimidinedione). RXN SMILES: [F:1][C:2]1[C:14]([N:15]2[C:20](=[O:21])[CH:19]=[C:18]([CH3:22])[NH:17][C:16]2=[O:23])=[CH:13][C:5]2[N:6]([CH2:10][C:11]#[CH:12])[C:7](=[O:9])[S:8][C:4]=2[CH:3]=1.[H-].[Na+].[H][H].S(OC)(O[CH3:32])(=O)=O>CN(C)C=O.O>[CH3:32][N:17]1[C:18]([CH3:22])=[CH:19][C:20](=[O:21])[N:15]([C:14]2[C:2]([F:1])=[CH:3][C:4]3[S:8][C:7](=[O:9])[N:6]([CH:10]=[C:11]=[CH2:12])[C:5]=3[CH:13]=2)[C:16]1=[O:23] |f:1.2|. Procedure details: A solution of 6.1 g of 3-[6-fluoro-2-oxo-3-(2-propynyl)-5-benzothiazolinyl]-6-methyl-2,4(1H,3H)-pyrimidinedione (see Example 4) in 50 ml of dimethylformamide is added while stirring to a suspension of 0.8 g of a 55% sodium hydride dispersion in 25 ml of dimethylformamide. After the hydrogen evolution has finished the mixture is treated with 2.8 g of dimethyl sulphate and stirred for one hour. Thereafter, the reaction mixture is poured into 500 ml of water, the aqueous mixture is extracted three ... Starting materials: C(C1=CC=CC=C1)OCCC=O (3-Benzyloxypropanal), C(#N)[BH3-].[Na+] (sodium cyanoborohydride), NC(CNCC(COCC1=CC=CC=C1)N)COCC1=CC=CC=C1 (1,5-Diamino-1,5-dibenzyloxymethyl-3-azapentane). Solvent: CO (methanol). Reaction conditions: time 16 hour. The product is C(C1=CC=CC=C1)OCCCNC(CNCC(NCCCOCC1=CC=CC=C1)COCC1=CC=CC=C1)COCC1=CC=CC=C1 (1,13-Bisbenzyloxy-5,9-bisbenzyloxymethyl-4,7,10-triazatridecane). Reaction SMILES: N[CH:2]([CH2:17][O:18][CH2:19][C:20]1[CH:25]=[CH:24][CH:23]=[CH:22][CH:21]=1)[CH2:3][NH:4][CH2:5][CH:6]([NH2:16])[CH2:7][O:8][CH2:9][C:10]1[CH:15]=[CH:14][CH:13]=[CH:12][CH:11]=1.[CH2:26]([O:33][CH2:34][CH2:35][CH:36]=O)[C:27]1[CH:32]=[CH:31][CH:30]=[CH:29][CH:28]=1.[C:38]([BH3-])#[N:39].[Na+]>CO>[CH2:26]([O:33][CH2:34][CH2:35][CH2:36][NH:16][CH:6]([CH2:7][O:8][CH2:9][C:10]1[CH:15]=[CH:14][CH:13]=[CH:12][CH:11]=1)[CH2:5][NH:4][CH2:3][CH:2]([CH2:17][O:18][CH2:19][C:20]1[CH:25]=[CH:24][CH:23]=[CH:22][CH:21]=1)[NH:39][CH2:38][CH2:6][CH2:7][O:8][CH2:9][C:10]1[CH:15]=[CH:14][CH:13]=[CH:12][CH:11]=1)[C:27]1[CH:28]=[CH:29][CH:30]=[CH:31][CH:32]=1 |f:2.3|. Procedure details: 1,5-Diamino-1,5-dibenzyloxymethyl-3-azapentane (0.50 g, 1.5 mmol) was dissolved in methanol (20 ml). 3-Benzyloxypropanal (0.50 g, 3 mmol), sodium cyanoborohydride (0.11 g, 3 mmol) and 3Å molecular sieve (10 g) were added and the mixture was stirred for 16 hours at ambient temperature. The reaction mixture was filtered, water (20 ml) was added and the mixture was acidified with hydrochloric acid to pH 3. The mixture was extracted with diethyl ether (2×25 ml), the ether solution was dried with mag... Starting materials: C=CCOc1cc(Br)ccc1C=O, CCCCCC, CC(C)O, Nc1ccccc1. The product is C=CCOc1cc(Br)ccc1C=Nc1ccccc1. As a reaction SMILES: [CH2:1]([CH:2]=[CH2:3])[O:4][c:5]1[c:6]([CH:7]=[O:8])[cH:9][cH:10][c:11]([Br:13])[cH:12]1.[CH3:25][CH2:26][CH2:27][CH2:28][CH2:29][CH3:30].[CH:21]([OH:22])([CH3:23])[CH3:24].[NH2:14][c:15]1[cH:16][cH:17][cH:18][cH:19][cH:20]1>>[CH2:1]([CH:2]=[CH2:3])[O:4][c:5]1[c:6]([CH:7]=[N:14][c:15]2[cH:16][cH:17][cH:18][cH:19][cH:20]2)[cH:9][cH:10][c:11]([Br:13])[cH:12]1. Reactants: OC(C[C@@]1(CCN(C(O1)=O)[C@@H](C)C1=CC=C(C=C1)C1=CC=CC(=N1)C(=O)O)C1=CC=CC=C1)(C)C (6-(4-{(S)-1-[(S)-6-(2-hydroxy-2-methyl-propyl)-2-oxo-6-phenyl-[1,3]oxazinan-3-yl]-ethyl}-phenyl)-pyridine-2-carboxylic acid), N (ammonia). The product is OC(C[C@@]1(CCN(C(O1)=O)[C@@H](C)C1=CC=C(C=C1)C1=CC=CC(=N1)C(=O)N)C1=CC=CC=C1)(C)C (6-(4-{(S)-1-[(S)-6-(2-Hydroxy-2-methyl-propyl)-2-oxo-6-phenyl-[1,3]oxazinan-3-yl]-ethyl}-phenyl)-pyridine-2-carboxylic acid amide). As a reaction SMILES: [OH:1][C:2]([CH3:35])([CH3:34])[CH2:3][C@@:4]1([C:28]2[CH:33]=[CH:32][CH:31]=[CH:30][CH:29]=2)[O:9][C:8](=[O:10])[N:7]([C@H:11]([C:13]2[CH:18]=[CH:17][C:16]([C:19]3[N:24]=[C:23]([C:25](O)=[O:26])[CH:22]=[CH:21][CH:20]=3)=[CH:15][CH:14]=2)[CH3:12])[CH2:6][CH2:5]1.[NH3:36]>>[OH:1][C:2]([CH3:35])([CH3:34])[CH2:3][C@@:4]1([C:28]2[CH:29]=[CH:30][CH:31]=[CH:32][CH:33]=2)[O:9][C:8](=[O:10])[N:7]([C@H:11]([C:13]2[CH:14]=[CH:15][C:16]([C:19]3[N:24]=[C:23]([C:25]([NH2:36])=[O:26])[CH:22]=[CH:21][CH:20]=3)=[CH:17][CH:18]=2)[CH3:12])[CH2:6][CH2:5]1. Procedure: The title compound was prepared from (6-(4-{(S)-1-[(S)-6-(2-hydroxy-2-methyl-propyl)-2-oxo-6-phenyl-[1,3]oxazinan-3-yl]-ethyl}-phenyl)-pyridine-2-carboxylic acid and ammonia (32% in water) following a procedure analogous to that described in Example 203. Mass spectrum (ESI+): m/z=474 [M+H]+. Reactants: BrC=1C=CC=2NC3=CC=CC=C3C2C1 (3-bromocarbazole), C1=CC=CC=2C3=CC=CC=C3NC12 (carbazole), BrBr (bromine), 1,6-bis(N-3-bromocarbazolyl)-2,4-hexadiyne, BrC=1C=CC=2[N-]C3=CC=CC=C3C2C1.[Na+] (sodium 3-bromocarbazolide), BrCC#C (3-bromo-1-propyne). The product is C(C#C)N1C2=CC=CC=C2C=2C=C(C=CC12)Br (N-(2-propynyl)-3-bromocarbazole). As a reaction SMILES: [Br:1][C:2]1[CH:3]=[CH:4][C:5]2[NH:6][C:7]3[C:12]([C:13]=2[CH:14]=1)=[CH:11][CH:10]=[CH:9][CH:8]=3.[CH:15]1[C:27]2NC3C(=CC=CC=3)C=2C=C[CH:16]=1.BrBr.BrC1C=CC2[N-]C3C(C=2C=1)=CC=CC=3.[Na+].BrCC#C>>[CH2:27]([N:6]1[C:5]2[CH:4]=[CH:3][C:2]([Br:1])=[CH:14][C:13]=2[C:12]2[C:7]1=[CH:8][CH:9]=[CH:10][CH:11]=2)[C:15]#[CH:16] |f:3.4|. Procedure: Synthesis of 1,6-bis(N-3-bromocarbazolyl)-2,4-hexadiyne monomer was carried out by first preparing 3-bromocarbazole from carbazole and bromine. The product was converted to sodium 3-bromocarbazolide, which was then reacted with 3-bromo-1-propyne to give N-(2-propynyl)-3-bromocarbazole. Oxidative coupling of the propyne over cuprous chloride gave the desired monomer. Details of the reaction are given below.